Dataset: the Open Reaction Database (ORD), a public repository of structured organic reaction records. Task: describe an organic reaction: reactants, conditions, products, and yield Starting materials: C(#N)CC(=O)O (cyano-acetic acid), N1(CCOCC1)CC1=CC2=C(NC(=N2)C2=NNC=C2N)C=C1 (3-(5-morpholin-4-ylmethyl-1H-benzimidazol-2-yl)-1H-pyrazol-4-ylamine), CN(C)C(=[N+](C)C)ON1C2=C(C=CC=C2)N=N1.[B-](F)(F)(F)F (TBTU). The solvent is CN(C)C=O (DMF). Run at temperature 25 celsius, time 8 hour. Product: C(#N)CC(=O)NC=1C(=NNC1)C1=NC2=C(N1)C=CC(=C2)CN2CCOCC2 (2-cyano-N-[3-(5-morpholin-4-ylmethyl-1H-benzoimidazol-2-yl)-1H-pyrazol-4-yl]-acetamide). The yield is 77.3%. As a reaction SMILES: [C:1]([CH2:3][C:4]([OH:6])=O)#[N:2].[N:7]1([CH2:13][C:14]2[CH:28]=[CH:27][C:17]3[NH:18][C:19]([C:21]4[C:25]([NH2:26])=[CH:24][NH:23][N:22]=4)=[N:20][C:16]=3[CH:15]=2)[CH2:12][CH2:11][O:10][CH2:9][CH2:8]1.CN(C(ON1N=NC2C=CC=CC1=2)=[N+](C)C)C.[B-](F)(F)(F)F>CN(C=O)C>[C:1]([CH2:3][C:4]([NH:26][C:25]1[C:21]([C:19]2[NH:18][C:17]3[CH:27]=[CH:28][C:14]([CH2:13][N:7]4[CH2:8][CH2:9][O:10][CH2:11][CH2:12]4)=[CH:15][C:16]=3[N:20]=2)=[N:22][NH:23][CH:24]=1)=[O:6])#[N:2] |f:2.3|. Procedure details: A mixture of cyano-acetic acid (23 mg, 0.28 mmol), 3-(5-morpholin-4-ylmethyl-1H-benzimidazol-2-yl)-1H-pyrazol-4-ylamine (70%, 100 mg, 0.23 mmol), TBTU (89 mg, 0.28 mmol) and DMF (2 ml) was stirred at 25° C. overnight. The mixture was then evaporated in vacuo. Flash chromatography, eluting with DCM-6% MeOH/DCM afforded 2-cyano-N-[3-(5-morpholin-4-ylmethyl-1H-benzoimidazol-2-yl)-1H-pyrazol-4-yl]-acetamide as a yellow solid (65 mg, 77%). (LC/MS (acidic method/final compound): Rt 4.61, [M+H]+ 366). Reactants: C(=O)(OC)C1=C2C=3C(CC(CC3NC2=CC=C1)C)=O (5-carbomethoxy-1,2-dihydro-2-methyl-9H-carbazol-4(3H)-one), CC=1C=C(CBr)C=CC1 (3-methylbenzyl bromide), C([O-])([O-])=O.[K+].[K+] (potassium carbonate). Run in CN(C)C=O (DMF), CCOC(=O)C (EtOAc), Cl (HCl). Reaction conditions: time 19 hour. Yields the product CC=1C=C(C=CC1)CN1C2=CC=CC(=C2C=2C(CC(CC12)C)=O)C(=O)OC (9-[(3-methylphenyl)methyl]-5-carbomethoxy-2-methyl-1,2-dihydrocarbazol-4(3H)-one). The yield is 100.0%. Reaction SMILES: [C:1]([C:5]1[CH:17]=[CH:16][CH:15]=[C:14]2[C:6]=1[C:7]1[C:8](=[O:19])[CH2:9][CH:10]([CH3:18])[CH2:11][C:12]=1[NH:13]2)([O:3][CH3:4])=[O:2].[CH3:20][C:21]1[CH:22]=[C:23]([CH:26]=[CH:27][CH:28]=1)[CH2:24]Br.C(=O)([O-])[O-].[K+].[K+]>CN(C=O)C.CCOC(C)=O.Cl>[CH3:20][C:21]1[CH:22]=[C:23]([CH2:24][N:13]2[C:12]3[CH2:11][CH:10]([CH3:18])[CH2:9][C:8](=[O:19])[C:7]=3[C:6]3[C:14]2=[CH:15][CH:16]=[CH:17][C:5]=3[C:1]([O:3][CH3:4])=[O:2])[CH:26]=[CH:27][CH:28]=1 |f:2.3.4|. Reported procedure: A suspension of 5-carbomethoxy-1,2-dihydro-2-methyl-9H-carbazol-4(3H)-one (1.0 g, 3.89 mM), 3-methylbenzyl bromide (0.54 ml, 3.97 mM), and potassium carbonate (1.07 g, 7.78 mM) in 20 mL DMF was stirred at room temperature for 19 hours. The mixture was diluted with EtOAc and 1N HCl. The layers were separated and the aqueous layer extracted with EtOAc. The combined EtOAc layers were extracted with 1N HCl, water, then brine. After drying (NaSO4), evaporation in vacuo afforded 1.41 g (100%) of 9-[(3...